From a dataset of the Open Reaction Database (ORD), a public repository of structured organic reaction records. describe an organic reaction: reactants, conditions, products, and yield RXN SMILES: [C:50]([CH3:51])(=[O:52])[N:53]1[CH2:54][CH2:55][NH:56][CH2:57][CH2:58]1.[CH3:1][O:2][c:3]1[cH:4][cH:5][c:6]([CH2:7][N:8]([c:9]2[n:10][cH:11][c:12](-[c:15]3[c:16]4[c:17]([n:18][c:19]([N:21]5[CH2:22][CH2:23][O:24][CH2:25][CH2:26]5)[n:20]3)[N:27]([c:30]3[cH:31][c:32]([CH:33]=[O:34])[cH:35][cH:36][c:37]3[F:38])[CH2:28][CH2:29]4)[cH:13][n:14]2)[CH2:39][c:40]2[cH:41][cH:42][c:43]([O:46][CH3:47])[cH:44][cH:45]2)[cH:48][cH:49]1>>[CH3:1][O:2][c:3]1[cH:4][cH:5][c:6]([CH2:7][N:8]([c:9]2[n:10][cH:11][c:12](-[c:15]3[c:16]4[c:17]([n:18][c:19]([N:21]5[CH2:22][CH2:23][O:24][CH2:25][CH2:26]5)[n:20]3)[N:27]([c:30]3[cH:31][c:32]([CH2:33][N:56]5[CH2:55][CH2:54][N:53]([C:50]([CH3:51])=[O:52])[CH2:58][CH2:57]5)[cH:35][cH:36][c:37]3[F:38])[CH2:28][CH2:29]4)[cH:13][n:14]2)[CH2:39][c:40]2[cH:41][cH:42][c:43]([O:46][CH3:47])[cH:44][cH:45]2)[cH:48][cH:49]1. Starting materials: CC(=O)N1CCNCC1, COc1ccc(CN(Cc2ccc(OC)cc2)c2ncc(-c3nc(N4CCOCC4)nc4c3CCN4c3cc(C=O)ccc3F)cn2)cc1. The product is COc1ccc(CN(Cc2ccc(OC)cc2)c2ncc(-c3nc(N4CCOCC4)nc4c3CCN4c3cc(CN4CCN(C(C)=O)CC4)ccc3F)cn2)cc1. Starting materials: C1(=CC=CC=C1)P(C1=CC=CC=C1)C1=CC=CC=C1 (triphenylphosphine), FC1=C(C(=C(C(=C1CBr)F)F)F)F (pentafluorobenzyl bromide), C1(=CC=CC=C1)C (toluene). The product is [Br-].FC1=C(C(=C(C(=C1[P+](C1=CC=CC=C1)(C1=CC=CC=C1)CC1=CC=CC=C1)F)F)F)F (pentafluorobenzyltriphenylphosphonium bromide). Isolated yield 90.0%. Reaction SMILES: C1([P:7]([C:14]2[CH:19]=[CH:18][CH:17]=[CH:16][CH:15]=2)[C:8]2[CH:13]=[CH:12][CH:11]=[CH:10][CH:9]=2)C=CC=CC=1.[F:20][C:21]1[C:26](C[Br:28])=[C:25]([F:29])[C:24]([F:30])=[C:23]([F:31])[C:22]=1[F:32].[C:33]1([CH3:39])[CH:38]=[CH:37][CH:36]=[CH:35][CH:34]=1>>[Br-:28].[F:29][C:25]1[C:26]([P+:7]([CH2:39][C:33]2[CH:38]=[CH:37][CH:36]=[CH:35][CH:34]=2)([C:14]2[CH:15]=[CH:16][CH:17]=[CH:18][CH:19]=2)[C:8]2[CH:9]=[CH:10][CH:11]=[CH:12][CH:13]=2)=[C:21]([F:20])[C:22]([F:32])=[C:23]([F:31])[C:24]=1[F:30] |f:3.4|. Procedure details: A five-liter, three-necked flask equipped with a mechanical stirrer, reflux condenser, and thermometer was charged with toluene (3.3 liters), triphenylphosphine (686 g, 2.62 mole), and pentafluorobenzyl bromide (343 g, 1.31 mole). The contents were stirred and heated slowly to reflux. A white precipitate formed as the reaction progressed. At the completion of the reaction the flask was cooled to ambient temperature and the solid product was filtered and washed with hot toluene (2.6 liters). Thes...